Dataset: the Open Reaction Database (ORD), a public repository of structured organic reaction records. Task: describe an organic reaction: reactants, conditions, products, and yield Reactants: N(=[N+]=[N-])[C@H]1C[C@H](N(C1)CC)C(=O)OCC ((2S,4S)-4-azido-2-ethoxycarbonyl-N-ethyl pyrrolidine), [OH-].[Na+] (NaOH), [H-].[Al+3].[Li+].[H-].[H-].[H-] (lithium aluminium hydride), [H-].[Al+3].[Li+].[H-].[H-].[H-] (lithium aluminium hydride). Solvent: O1CCCC1 (tetrahydrofuran), O1CCCC1 (tetrahydrofuran), O1CCCC1 (tetrahydrofuran). Conditions: time 1 hour. The product is N[C@H]1C[C@H](N(C1)CC)CO ((2S,4S)-4-amino-N-ethyl2-hydroxymethyl pyrrolidine). RXN SMILES: [H-].[Al+3].[Li+].[H-].[H-].[H-].[N:7]([C@@H:10]1[CH2:14][N:13]([CH2:15][CH3:16])[C@H:12]([C:17](OCC)=[O:18])[CH2:11]1)=[N+]=[N-].[OH-].[Na+]>O1CCCC1>[NH2:7][C@@H:10]1[CH2:14][N:13]([CH2:15][CH3:16])[C@H:12]([CH2:17][OH:18])[CH2:11]1 |f:0.1.2.3.4.5,7.8|. Procedure: 0.41 g of lithium aluminium hydride were suspended in 10 ml of tetrahydrofuran and while cooling, a solution of 1.9 g of (2S,4S)-4-azido-2-ethoxycarbonyl-N-ethyl pyrrolidine in 4 ml of tetrahydrofuran was dropwise added thereto. After stirring at the same temperature for 1 hour, the temperature of reaction mixture was raised to room temperature and the mixture was stirred for 2 hours. To this, a mixture of 1 ml of 1N-NaOH solution and 9 ml of tetrahydrofuran was added to decompose lithium alumin... Starting materials: ClC1=NC(=CC2=CC(=CC=C12)OC)NC1=NNC(=C1)C ((1-Chloro-6-methoxy-isoquinolin-3-yl)-(5-methyl-1H-pyrazol-3-yl)-amine), C(C(C)C)[Mg]Br (isobutyl-magnesium bromide). Yields the product C(C(C)C)C1=NC(=CC2=CC(=CC=C12)OC)NC1=NNC(=C1)C ((1-Isobutyl-6-methoxy-isoquinolin-3-yl)-(5-methyl-1H-pyrazol-3-yl)-amine). As a reaction SMILES: Cl[C:2]1[C:11]2[C:6](=[CH:7][C:8]([O:12][CH3:13])=[CH:9][CH:10]=2)[CH:5]=[C:4]([NH:14][C:15]2[CH:19]=[C:18]([CH3:20])[NH:17][N:16]=2)[N:3]=1.[CH2:21]([Mg]Br)[CH:22]([CH3:24])[CH3:23]>>[CH2:21]([C:2]1[C:11]2[C:6](=[CH:7][C:8]([O:12][CH3:13])=[CH:9][CH:10]=2)[CH:5]=[C:4]([NH:14][C:15]2[CH:19]=[C:18]([CH3:20])[NH:17][N:16]=2)[N:3]=1)[CH:22]([CH3:24])[CH3:23]. Procedure: Similar procedure as described in example 416 was used, staring from (1-Chloro-6-methoxy-isoquinolin-3-yl)-(5-methyl-1H-pyrazol-3-yl)-amine and isobutyl-magnesium bromide to give (1-Isobutyl-6-methoxy-isoquinolin-3-yl)-(5-methyl-1H-pyrazol-3-yl)-amine. LC-MS: m/e 311 (MH+). The reactants are C1(=CC=CC=C1)SC1=CC=C(C=O)C=C1 (4-phenylsulfanyl-benzaldehyde), NO.Cl (H2NOH—HCl), C(C)(=O)[O-].[Na+] (sodium acetate). The solvent is C(Cl)Cl (CH2Cl2), O (H2O), C(C)O (ethanol), O (H2O), C(Cl)Cl.CC(=O)C (CH2Cl2 acetone), C(C)O (ethanol). The product is C1(=CC=CC=C1)SC1=CC=C(C=NO)C=C1 (4-Phenylsulfanyl-benzaldehyde Oxime). The yield is 85.9%. Reaction SMILES: [C:1]1([S:7][C:8]2[CH:15]=[CH:14][C:11]([CH:12]=O)=[CH:10][CH:9]=2)[CH:6]=[CH:5][CH:4]=[CH:3][CH:2]=1.[NH2:16][OH:17].Cl.C([O-])(=O)C.[Na+]>C(Cl)Cl.C(Cl)Cl.CC(C)=O.C(O)C.O>[C:1]1([S:7][C:8]2[CH:15]=[CH:14][C:11]([CH:12]=[N:16][OH:17])=[CH:10][CH:9]=2)[CH:6]=[CH:5][CH:4]=[CH:3][CH:2]=1 |f:1.2,3.4,6.7|. Reported procedure: To 4.20 g (19.6 mmol) of 4-phenylsulfanyl-benzaldehyde, 1.50 g (21.6 mmol) of H2NOH—HCl and 2.71 g (33.1 mmol) of sodium acetate are added 6.5 mL of H2O and 19.5 mL of ethanol. This reaction mixture is heated to reflux for 2 h. After adding H2O to dissolve the precipitated inorganic salt, ethanol is removed by evaporation in vacuo. The crude product is extracted twice with CH2Cl2. The CH2Cl2 layer is dried over anhydrous MgSO4 and then condensed. The residue is applied to column chromatography o... The reactants are C(C)(C)C1=NC(=C(C(=C1CO)C1=C(C=CC=C1)C)C=CCCC)C(C)C (2,6-Diisopropyl-3-hydroxymethyl-4-(2-methylphenyl)-5-(pent-1-enyl)pyridine), C24H5NO. The solvent is C(C)(=O)OCC.CCCCCC (ethyl acetate n-hexane). Product: C(C)(C)C1=NC(=C(C(=C1CO)C1=C(C=CC=C1)C)CCCCC)C(C)C (2,6-Diisopropyl-3-hydroxymethyl-4-(2-methylphenyl)-5pentylpyridine). Reaction SMILES: [CH:1]([C:4]1[C:9]([CH2:10][OH:11])=[C:8]([C:12]2[CH:17]=[CH:16][CH:15]=[CH:14][C:13]=2[CH3:18])[C:7]([CH:19]=[CH:20][CH2:21][CH2:22][CH3:23])=[C:6]([CH:24]([CH3:26])[CH3:25])[N:5]=1)([CH3:3])[CH3:2]>C(OCC)(=O)C.CCCCCC>[CH:1]([C:4]1[C:9]([CH2:10][OH:11])=[C:8]([C:12]2[CH:17]=[CH:16][CH:15]=[CH:14][C:13]=2[CH3:18])[C:7]([CH2:19][CH2:20][CH2:21][CH2:22][CH3:23])=[C:6]([CH:24]([CH3:25])[CH3:26])[N:5]=1)([CH3:3])[CH3:2] |f:1.2|. Procedure: The title compound was prepared from 2,6-diisopropyl-3-hydroxymethyl-4-(2-methylphenyl)-5-(pent-1-enyl)pyridine (Example 141) by the procedure described in Example 126. 1H NMR (300 MHz, CDCl3): δ 0.76 (t, J=6.6 Hz, 3 H), 1.0-1.40 (m, 19 H), 1.97 (s, 3 H), 2.0 (m, 1 H), 2.35 (m, 1 H), 3.22 (m, 1 H), 3.42 (m, 1 H), 4.16 (dd, J=12.0, 5.0 Hz, 1 H), 4.40 (dd, J=12.0, 5.0 Hz, 1 H), 7.0-7.10 (m, 1 H), 7.20-7.40 (m, 3 H). FAB-MS: calculated for C24H5NO 354; found 354 (M+H, 100%). Rf=0.32 (10% ethyl acet... The reactants are Cc1ccc(S(=O)(=O)OCC2Cc3cccc(OS(=O)(=O)C(F)(F)F)c3O2)cc1, OB(O)c1ccc(F)c(Cl)c1, [K+], [K+], [K+], O=P([O-])([O-])[O-], c1ccc(P(c2ccccc2)(c2ccccc2)[Pd](P(c2ccccc2)(c2ccccc2)c2ccccc2)(P(c2ccccc2)(c2ccccc2)c2ccccc2)P(c2ccccc2)(c2ccccc2)c2ccccc2)cc1. The product is Cc1ccc(S(=O)(=O)OCC2Cc3cccc(-c4ccc(F)c(Cl)c4)c3O2)cc1. As a reaction SMILES: [CH3:1][c:2]1[cH:3][cH:4][c:5]([S:8](=[O:9])(=[O:10])[O:11][CH2:12][CH:13]2[O:14][c:15]3[c:16]([cH:18][cH:19][cH:20][c:21]3[O:22][S:23]([C:24]([F:25])([F:26])[F:27])(=[O:28])=[O:29])[CH2:17]2)[cH:6][cH:7]1.[Cl:30][c:31]1[cH:32][c:33]([B:38]([OH:39])[OH:40])[cH:34][cH:35][c:36]1[F:37].[K+:46].[K+:47].[K+:48].[P:41]([O-:42])([O-:43])([O-:44])=[O:45].[cH:49]1[cH:50][cH:51][c:52]([P:53]([Pd:54]([P:55]([c:56]2[cH:57][cH:58][cH:59][cH:60][cH:61]2)([c:62]2[cH:63][cH:64][cH:65][cH:66][cH:67]2)[c:68]2[cH:69][cH:70][cH:71][cH:72][cH:73]2)([P:74]([c:75]2[cH:76][cH:77][cH:78][cH:79][cH:80]2)([c:81]2[cH:82][cH:83][cH:84][cH:85][cH:86]2)[c:87]2[cH:88][cH:89][cH:90][cH:91][cH:92]2)[P:93]([c:94]2[cH:95][cH:96][cH:97][cH:98][cH:99]2)([c:100]2[cH:101][cH:102][cH:103][cH:104][cH:105]2)[c:106]2[cH:107][cH:108][cH:109][cH:110][cH:111]2)([c:112]2[cH:113][cH:114][cH:115][cH:116][cH:117]2)[c:118]2[cH:119][cH:120][cH:121][cH:122][cH:123]2)[cH:124][cH:125]1>>[CH3:1][c:2]1[cH:3][cH:4][c:5]([S:8](=[O:9])(=[O:10])[O:11][CH2:12][CH:13]2[O:14][c:15]3[c:16]([cH:18][cH:19][cH:20][c:21]3-[c:33]3[cH:32][c:31]([Cl:30])[c:36]([F:37])[cH:35][cH:34]3)[CH2:17]2)[cH:6][cH:7]1.